Dataset: the Open Reaction Database (ORD), a public repository of structured organic reaction records. Task: describe an organic reaction: reactants, conditions, products, and yield Starting materials: ClC=1C=C(C=CC1)CN ((3-chlorophenyl)methanamine), Cl.N1(N=CC=C1)C(=N)N (1-H-pyrazole-1-carboxamidine hydrochloride), CCN(C(C)C)C(C)C (Hunig's Base), Solution A, solution A. The solvent is CN(C)C=O (DMF), CN(C)C=O (DMF). Conditions: temperature 100 celsius. The product is CCN(C(C)C)C(C)C (Hunig's Base), Cl.N1(N=CC=C1)C(=N)N (1-H-pyrazole-1-carboxamidine hydrochloride), solution, ClC=1C=C(C=CC1)CN ((3-chlorophenyl)methanamine), [Cl-].ClC=1C=C(CNC(=[NH2+])N)C=CC1 (1-(3-chlorobenzyl)guanidinium chloride). RXN SMILES: [Cl:1][C:2]1[CH:3]=[C:4]([CH2:8][NH2:9])[CH:5]=[CH:6][CH:7]=1.[ClH:10].[N:11]1([C:16]([NH2:18])=[NH:17])[CH:15]=[CH:14][CH:13]=[N:12]1.[CH3:19][CH2:20][N:21]([CH:25]([CH3:27])[CH3:26])[CH:22]([CH3:24])[CH3:23]>CN(C=O)C>[CH3:19][CH2:20][N:21]([CH:25]([CH3:27])[CH3:26])[CH:22]([CH3:24])[CH3:23].[ClH:1].[N:11]1([C:16]([NH2:18])=[NH:17])[CH:15]=[CH:14][CH:13]=[N:12]1.[Cl:1][C:2]1[CH:3]=[C:4]([CH2:8][NH2:9])[CH:5]=[CH:6][CH:7]=1.[Cl-:10].[Cl:1][C:2]1[CH:3]=[C:4]([CH:5]=[CH:6][CH:7]=1)[CH2:8][NH:9][C:16]([NH2:17])=[NH2+:11] |f:1.2,6.7,9.10|. Procedure: A 1 M solution of Hunig's Base in anhydrous DMF is prepared (Solution A). A 0.5 M solution of 1-H-pyrazole-1-carboxamidine hydrochloride is prepared using solution A. A 0.25 M solution of (3-chlorophenyl)methanamine in anhydrous DMF is prepared. A solution of (3-chlorophenyl)methanamine (800 μL, 200 mmol, 1.0 eq) is added to a solution of 1-H-pyrazole-1-carboxamidine hydrochloride (400 μL, 200 mmol, 1.0 eq) followed by addition of Hunig's Base (80 μL, 2.3 eq). The reaction mixture is heated at 1...